Dataset: the Open Reaction Database (ORD), a public repository of structured organic reaction records. Task: describe an organic reaction: reactants, conditions, products, and yield Starting materials: Cc1cc(Br)ccc1O, O=C([O-])[O-], C=CCBr, C1CCOC1, [Cl-], [Cs+], [Cs+], [NH4+]. Yields the product C=CCOc1ccc(Br)cc1C. RXN SMILES: [Br:1][c:2]1[cH:3][c:4]([CH3:9])[c:5]([OH:8])[cH:6][cH:7]1.[C:10](=[O:11])([O-:12])[O-:13].[CH2:16]([CH:17]=[CH2:18])[Br:19].[CH2:20]1[O:21][CH2:22][CH2:23][CH2:24]1.[Cl-:25].[Cs+:14].[Cs+:15].[NH4+:26]>>[Br:1][c:2]1[cH:3][c:4]([CH3:9])[c:5]([O:8][CH2:18][CH:17]=[CH2:16])[cH:6][cH:7]1.